Dataset: the Open Reaction Database (ORD), a public repository of structured organic reaction records. Task: describe an organic reaction: reactants, conditions, products, and yield The reactants are BrC1=CC=CC(=N1)C=O (6-Bromo-2-pyridine carboxaldehyde), C(#C)[Mg]Br (Ethynylmagnesium bromide). The solvent is C1CCOC1 (THF). Conditions: temperature -78 celsius. Yields the product EtOAc hexanes, BrC1=CC=CC(=N1)C(C#C)O (1-(6-Bromopyridin-2-yl)prop-2-yn-1-ol). Yield: 50.0%. RXN SMILES: [Br:1][C:2]1[N:7]=[C:6]([CH:8]=[O:9])[CH:5]=[CH:4][CH:3]=1.[C:10]([Mg]Br)#[CH:11]>C1COCC1>[Br:1][C:2]1[N:7]=[C:6]([CH:8]([OH:9])[C:10]#[CH:11])[CH:5]=[CH:4][CH:3]=1. Procedure: 6-Bromo-2-pyridine carboxaldehyde (3.00 g, 16.13 mmol) was dissolved in THF (50 mL) and cooled to −78° C. Ethynylmagnesium bromide (0.5 M in THF, 45.2 mL, 22.58 mmol) was added, and the reaction was allowed to warm to room temperature over 2 h. It was then quenched with saturated NH4Cl and extracted with EtOAc (2×). The combined organic layers were washed with brine, dried (MgSO4), filtered, and evaporated. Flash chromatography (50% EtOAc/hexanes) afforded the title compound as a yellow solid.